This data is from the Open Reaction Database (ORD), a public repository of structured organic reaction records. The task is: describe an organic reaction: reactants, conditions, products, and yield Reactants: C(#N)C=1C=C(C=CC1F)S(=O)(=O)N(C1=NC=C(C=C1)F)CC1=C(C=C(C=C1)OC)OC (3-cyano-N-(2,4-dimethoxybenzyl)-4-fluoro-N-(5-fluoropyridin-2-yl)benzenesulfonamide), ClC1=C(C#N)C(=CC(=C1)O)Cl (2,6-dichloro-4-hydroxybenzonitrile). Yields the product C(#N)C=1C=C(C=CC1OC1=CC(=C(C(=C1)Cl)C#N)Cl)S(=O)(=O)NC1=NC=C(C=C1)F (3-cyano-4-(3,5-dichloro-4-cyanophenoxy)-N-(5-fluoropyridin-2-yl)benzenesulfonamide). Reaction SMILES: [C:1]([C:3]1[CH:4]=[C:5]([S:10]([N:13](CC2C=CC(OC)=CC=2OC)[C:14]2[CH:19]=[CH:18][C:17]([F:20])=[CH:16][N:15]=2)(=[O:12])=[O:11])[CH:6]=[CH:7][C:8]=1F)#[N:2].[Cl:32][C:33]1[CH:40]=[C:39]([OH:41])[CH:38]=[C:37]([Cl:42])[C:34]=1[C:35]#[N:36]>>[C:1]([C:3]1[CH:4]=[C:5]([S:10]([NH:13][C:14]2[CH:19]=[CH:18][C:17]([F:20])=[CH:16][N:15]=2)(=[O:11])=[O:12])[CH:6]=[CH:7][C:8]=1[O:41][C:39]1[CH:38]=[C:37]([Cl:42])[C:34]([C:35]#[N:36])=[C:33]([Cl:32])[CH:40]=1)#[N:2]. Procedure: The title compound was prepared according to the method described for Method Variation 5 using 3-cyano-N-(2,4-dimethoxybenzyl)-4-fluoro-N-(5-fluoropyridin-2-yl)benzenesulfonamide (Preparation 18) and 2,6-dichloro-4-hydroxybenzonitrile, and then purified using preparative HPLC. Starting materials: ClCCl, CSc1nc(C)cc(OC(F)F)n1, O=C(OO)c1cccc(Cl)c1. Product: Cc1cc(OC(F)F)nc(S(C)=O)n1. As a reaction SMILES: [CH2:25]([Cl:26])[Cl:27].[CH3:12][S:13][c:14]1[n:15][c:16]([CH3:24])[cH:17][c:18]([O:20][CH:21]([F:22])[F:23])[n:19]1.[OH:1][O:2][C:3]([c:4]1[cH:5][c:6]([Cl:7])[cH:8][cH:9][cH:10]1)=[O:11]>>[O:1]=[S:13]([CH3:12])[c:14]1[n:15][c:16]([CH3:24])[cH:17][c:18]([O:20][CH:21]([F:22])[F:23])[n:19]1. Starting materials: ClCC(=O)C1=CC(=C(C=C1)Cl)S(N(CCC)CCC)(=O)=O (2,4'-dichloro-3'-dipropylsulfamoylacetophenone), CNC(=S)NC (1,3-dimethylthiourea). Yields the product Cl.ClC1=C(C=C(C=C1)C1(N(C(SC1)=NC)C)O)S(N(CCC)CCC)(=O)=O (4-(4-Chloro-3-dipropylsulfamoylphenyl)-3-methyl-2-methylimino-1,3-thiazolidine-4-ol-hydrochloride). RXN SMILES: [Cl:1][CH2:2][C:3]([C:5]1[CH:10]=[CH:9][C:8]([Cl:11])=[C:7]([S:12](=[O:21])(=[O:20])[N:13]([CH2:17][CH2:18][CH3:19])[CH2:14][CH2:15][CH3:16])[CH:6]=1)=[O:4].[CH3:22][NH:23][C:24]([NH:26][CH3:27])=[S:25]>>[ClH:1].[Cl:11][C:8]1[CH:9]=[CH:10][C:5]([C:3]2([OH:4])[CH2:2][S:25][C:24](=[N:23][CH3:22])[N:26]2[CH3:27])=[CH:6][C:7]=1[S:12](=[O:21])(=[O:20])[N:13]([CH2:17][CH2:18][CH3:19])[CH2:14][CH2:15][CH3:16] |f:2.3|. Procedure details: 4.8 g of 2,4'-dichloro-3'-dipropylsulfamoylacetophenone and 1.5 g of 1,3-dimethylthiourea were reacted as prescribed in Example 23 and worked up. Colorless crystals, melting point: 166° C (decomposition). The reactants are CN1CCC(OC(=O)CCNC(=O)OC(C)(C)C)CC1, Cl, Cc1cccc(C)c1OC(=O)CCCN. Yields the product Cl, CN1CCC(OC(=O)CCN)CC1. Reaction SMILES: [C:1]([O:2][C:3](=[O:4])[NH:8][CH2:9][CH2:10][C:11](=[O:12])[O:13][CH:14]1[CH2:15][CH2:16][N:17]([CH3:20])[CH2:18][CH2:19]1)([CH3:5])([CH3:6])[CH3:7].[ClH:21].[NH2:22][CH2:23][CH2:24][CH2:25][C:26]([O:27][c:28]1[c:29]([CH3:30])[cH:31][cH:32][cH:33][c:34]1[CH3:35])=[O:36]>>[ClH:21].[NH2:8][CH2:9][CH2:10][C:11](=[O:12])[O:13][CH:14]1[CH2:15][CH2:16][N:17]([CH3:20])[CH2:18][CH2:19]1. Starting materials: C(O)([O-])=O.[Na+] (sodium hydrogen carbonate), [Cl-].O[NH3+] (hydroxylammonium chloride), CC1=CC=C2C(=C(NC2=C1)C1=CC=CC=C1)CC1=CC=CC(=N1)C#N (6-(6-methyl-2-phenyl-1H-indol-3-ylmethyl)pyridine-2-carbonitrile). The solvent is C(C)O (ethanol), C(C)O (ethanol). Product: CC1=CC=C2C(=C(NC2=C1)C1=CC=CC=C1)CC1=CC=CC(=N1)C(N)=NO (6-(6-Methyl-2-phenyl-1H-indol-3-ylmethyl)pyridine-2-carboxamidoxime). The yield is 90.4%. As a reaction SMILES: [Cl-].[OH:2][NH3+:3].C(=O)([O-])O.[Na+].[CH3:9][C:10]1[CH:18]=[C:17]2[C:13]([C:14]([CH2:25][C:26]3[N:31]=[C:30]([C:32]#[N:33])[CH:29]=[CH:28][CH:27]=3)=[C:15]([C:19]3[CH:24]=[CH:23][CH:22]=[CH:21][CH:20]=3)[NH:16]2)=[CH:12][CH:11]=1>C(O)C>[CH3:9][C:10]1[CH:18]=[C:17]2[C:13]([C:14]([CH2:25][C:26]3[N:31]=[C:30]([C:32](=[N:3][OH:2])[NH2:33])[CH:29]=[CH:28][CH:27]=3)=[C:15]([C:19]3[CH:24]=[CH:23][CH:22]=[CH:21][CH:20]=3)[NH:16]2)=[CH:12][CH:11]=1 |f:0.1,2.3|. Reported procedure: To a suspension of hydroxylammonium chloride (27.6 mg) in ethanol (1 mL) was added sodium hydrogen carbonate (33.4 mg), and this mixture was heated under reflux for 45 minutes. Then, a solution of 6-(6-methyl-2-phenyl-1H-indol-3-ylmethyl)pyridine-2-carbonitrile (61 mg) in ethanol (1.3 mL) was added dropwise thereto under ice-cooling, and the mixture was heated under reflux for additional 3.5 hours. The reaction mixture was left to be cooled and concentrated under reduced pressure. To the residue... Starting materials: C(C)OC(CC1=CC=C(C=C1)OC1=CC=C(C=C1)[N+](=O)[O-])=O (ethyl[ p-(p-nitrophenoxy)phenyl]acetate). Reagents/catalysts: [Pt]=O (platinum oxide). The solvent is C(C)O (ethanol). Run at time 1 hour. Yields the product C(C)OC(CC1=CC=C(C=C1)OC1=CC=C(C=C1)N)=O (Ethyl[ p-(p-aminophenoxy)phenyl]acetate). RXN SMILES: [CH2:1]([O:3][C:4](=[O:22])[CH2:5][C:6]1[CH:11]=[CH:10][C:9]([O:12][C:13]2[CH:18]=[CH:17][C:16]([N+:19]([O-])=O)=[CH:15][CH:14]=2)=[CH:8][CH:7]=1)[CH3:2]>C(O)C.[Pt]=O>[CH2:1]([O:3][C:4](=[O:22])[CH2:5][C:6]1[CH:11]=[CH:10][C:9]([O:12][C:13]2[CH:14]=[CH:15][C:16]([NH2:19])=[CH:17][CH:18]=2)=[CH:8][CH:7]=1)[CH3:2]. Procedure details: A mixture of 7.5 g of ethyl[ p-(p-nitrophenoxy)phenyl]acetate and 200 mg of platinum oxide in 200 ml of ethanol is shaken under 45 lbs of hydrogen for one hour and then filtered through diatomaceous earth which is washed with 20 ml of ethanol. The combined filtrate and washings are concentrated to a yellow oil. Bulb-to-bulb distillation affords a pale yellow opaque oil, b.p. 176° at 0.1 mm. The product is COC(=O)C1=C2N(C=3C=CC=CC13)CCCO2 (methyl-3,4 dihydro-2H-[1,3]-oxazino[3,2-a]indole-10-carboxylate). As a reaction SMILES: Cl[CH2:2][CH2:3][CH2:4][OH:5].[NH:6]1[C:14]2[C:9](=[CH:10][CH:11]=[CH:12][CH:13]=2)[C:8]([C:15]([O:17][CH3:18])=[O:16])=[CH:7]1.N12CCN(CC1)CC2.ClN1C(=O)CCC1=O.CS(O)(=O)=O.C(=O)([O-])[O-].[Na+].[Na+]>ClCCl.O>[CH3:18][O:17][C:15]([C:8]1[C:9]2[CH:10]=[CH:11][CH:12]=[CH:13][C:14]=2[N:6]2[CH2:2][CH2:3][CH2:4][O:5][C:7]=12)=[O:16] |f:5.6.7|. Procedure details: Method A A solution of 3-chloropropanol (14.74 kg, 98.4% pure, 153.4 mole) in dichloromethane (67 L) was cooled to -17° C. In a second vessel dichloromethane (68 L), methyl indole-3-carboxylate (13.5 kg, 99.8% pure, 76.9 mole) and 1,4-diazabicyclo[2.2.2]octane (4.75 kg, assumed 100% pure, 42.3 mole) were cooled to 0° C. N-Clorosuccinimide (11.3 kg, 99.5% pure, 84.2 mole) was added to the second vessel and stirred at 0° C. for 10 minutes. In the meantime methane sulphonic acid (0.59 L, 99.7% pure... Reactants: C([O-])([O-])=O.[Na+].[Na+] (Sodium carbonate), N1C=C(C2=CC=CC=C12)C(=O)OC (methyl indole-3-carboxylate), N12CCN(CC1)CC2 (1,4-diazabicyclo[2.2.2]octane), C([O-])([O-])=O.[Na+].[Na+] (sodium carbonate), CS(=O)(=O)O (methane sulphonic acid), ClN1C(CCC1=O)=O (N-Clorosuccinimide), ClCCCO (3-chloropropanol). The yield is 54.3%. Solvent: ClCCl (dichloromethane), O (water), ClCCl (dichloromethane). Run at temperature 0 celsius, time 10 minute.